Dataset: the Open Reaction Database (ORD), a public repository of structured organic reaction records. Task: describe an organic reaction: reactants, conditions, products, and yield The reactants are BrC=1C=C(C=C(C1)OC)NC(CNCC1=CC(=C(C=C1)OC)OC)=O (N-(3-bromo-5-methoxyphenyl)-2-[[(3,4-dimethoxyphenyl)methyl]amino]acetamide), [H-].[Al+3].[Li+].[H-].[H-].[H-] (lithium aluminum hydride). Product: BrC=1C=C(C=C(C1)OC)NCCNCC1=CC(=C(C=C1)OC)OC (N-(3-bromo-5-methoxyphenyl)-N'-[(3,4-dimethoxyphenyl)methyl]-1,2-ethanediamine). Reaction SMILES: [Br:1][C:2]1[CH:3]=[C:4]([NH:10][C:11](=O)[CH2:12][NH:13][CH2:14][C:15]2[CH:20]=[CH:19][C:18]([O:21][CH3:22])=[C:17]([O:23][CH3:24])[CH:16]=2)[CH:5]=[C:6]([O:8][CH3:9])[CH:7]=1.[H-].[Al+3].[Li+].[H-].[H-].[H-]>>[Br:1][C:2]1[CH:3]=[C:4]([NH:10][CH2:11][CH2:12][NH:13][CH2:14][C:15]2[CH:20]=[CH:19][C:18]([O:21][CH3:22])=[C:17]([O:23][CH3:24])[CH:16]=2)[CH:5]=[C:6]([O:8][CH3:9])[CH:7]=1 |f:1.2.3.4.5.6|. Procedure details: In a manner similar to Preparation 2, react N-(3-bromo-5-methoxyphenyl)-2-[[(3,4-dimethoxyphenyl)methyl]amino]acetamide with lithium aluminum hydride to obtain the title compound. Starting materials: CO, Cl, [Na+], [OH-], COC(=O)C(O)C(C)C1CC1. Yields the product CC(C1CC1)C(O)C(=O)O. As a reaction SMILES: [CH3:15][OH:16].[ClH:14].[Na+:13].[OH-:12].[OH:1][CH:2]([C:3](=[O:4])[O:5][CH3:6])[CH:7]([CH3:8])[CH:9]1[CH2:10][CH2:11]1>>[OH:1][CH:2]([C:3](=[O:4])[OH:5])[CH:7]([CH3:8])[CH:9]1[CH2:10][CH2:11]1.